From a dataset of the Open Reaction Database (ORD), a public repository of structured organic reaction records. describe an organic reaction: reactants, conditions, products, and yield Reactants: [O-]Cl, [NH4+], [Na+], [Na+], [OH-], [OH-], O, Sc1nc(-c2ccc(Cl)cc2)ns1. The product is NSc1nc(-c2ccc(Cl)cc2)ns1. RXN SMILES: [Cl:14][O-:15].[NH4+:17].[Na+:16].[Na+:20].[OH-:18].[OH-:19].[OH2:21].[SH:1][c:2]1[n:3][c:4](-[c:7]2[cH:8][cH:9][c:10]([Cl:13])[cH:11][cH:12]2)[n:5][s:6]1>>[S:1]([c:2]1[n:3][c:4](-[c:7]2[cH:8][cH:9][c:10]([Cl:13])[cH:11][cH:12]2)[n:5][s:6]1)[NH2:17]. Yields the product CS(=O)(=O)OC1CC(COCCN)N(C(=O)OCc2ccc([N+](=O)[O-])cc2)C1. Starting materials: [BH4-], CS(=O)(=O)OC1CC(COCC(N)=O)N(C(=O)OCc2ccc([N+](=O)[O-])cc2)C1, CO, Cl, [Na+], C1CCOC1. RXN SMILES: [BH4-:1].[C:3]([NH2:4])(=[O:5])[CH2:6][O:7][CH2:8][CH:9]1[N:10]([C:19](=[O:20])[O:21][CH2:22][c:23]2[cH:24][cH:25][c:26]([N+:29](=[O:30])[O-:31])[cH:27][cH:28]2)[CH2:11][CH:12]([O:14][S:15](=[O:16])(=[O:17])[CH3:18])[CH2:13]1.[CH3:32][OH:33].[ClH:34].[Na+:2].[O:35]1[CH2:36][CH2:37][CH2:38][CH2:39]1>>[CH2:3]([NH2:4])[CH2:6][O:7][CH2:8][CH:9]1[N:10]([C:19](=[O:20])[O:21][CH2:22][c:23]2[cH:24][cH:25][c:26]([N+:29](=[O:30])[O-:31])[cH:27][cH:28]2)[CH2:11][CH:12]([O:14][S:15](=[O:16])(=[O:17])[CH3:18])[CH2:13]1. The reactants are C(C)(C)(C)C1(COC1)C=O (3-t-butyl-3-formyl-oxetane), IC1=CC=C(C(=O)Cl)C=C1 (4-iodobenzoyl chloride), [C-]#N.[Na+] (sodium cyanide). Run in O (water), C(C)OCC (diethyl ether), O (water). Run at time 8 hour. Yields the product IC1=CC=C(C(=O)[O-])C=C1 (4-iodobenzoate), C(C)(C)(C)C1(COC1)C(O)C#N (3-t-butyl-3-(cyano-hydroxymethyl)-oxetane). As a reaction SMILES: [C:1]([C:5]1([CH:9]=[O:10])[CH2:8][O:7][CH2:6]1)([CH3:4])([CH3:3])[CH3:2].[I:11][C:12]1[CH:20]=[CH:19][C:15]([C:16](Cl)=[O:17])=[CH:14][CH:13]=1.[C-:21]#[N:22].[Na+]>C(OCC)C.O>[I:11][C:12]1[CH:20]=[CH:19][C:15]([C:16]([O-:7])=[O:17])=[CH:14][CH:13]=1.[C:1]([C:5]1([CH:9]([C:21]#[N:22])[OH:10])[CH2:8][O:7][CH2:6]1)([CH3:4])([CH3:3])[CH3:2] |f:2.3|. Reported procedure: To a stirred solution of 3-t-butyl-3-formyl-oxetane (1.0 g) and 4-iodobenzoyl chloride (2.6 g) in dry diethyl ether (35 ml), under nitrogen, was added a solution of sodium cyanide (1.25 g) in water (1.0 ml). The mixture was stirred overnight. The mixture was poured into water (50 ml.) and the aqueous mixture was extracted with diethyl ether. The ethereal solution was dried over anhydrous sodium sulphate and then evaporated in vacuo. The residue was chromatographed on silica pre-treated with trie... Reactants: O=S(Cl)Cl, O=C(O)CCC12CC(c3ccccc31)c1ccccc12, c1ccccc1. Product: [Cl-], O=C(O)CCC12CC(c3ccccc31)c1ccccc12. As a reaction SMILES: [S:21]([Cl:22])([Cl:23])=[O:24].[cH:1]1[cH:2][cH:3][cH:4][c:5]2[c:14]1[C:13]1([CH2:16][CH2:17][C:18](=[O:19])[OH:20])[c:12]3[c:7]([cH:8][cH:9][cH:10][cH:11]3)[CH:6]2[CH2:15]1.[cH:25]1[cH:26][cH:27][cH:28][cH:29][cH:30]1>>[Cl-:23].[cH:1]1[cH:2][cH:3][cH:4][c:5]2[c:14]1[C:13]1([CH2:16][CH2:17][C:18](=[O:19])[OH:20])[c:12]3[c:7]([cH:8][cH:9][cH:10][cH:11]3)[CH:6]2[CH2:15]1. Starting materials: O=C1COc2ccc(Br)nc2N1, C1COCCO1, CCOC(C)=O, O=C1COc2ccc(C=Cc3ccccc3)nc2N1, [K+], [K+], O=C([O-])[O-], O, OB(O)C=Cc1ccccc1, c1ccc(P(c2ccccc2)(c2ccccc2)[Pd](P(c2ccccc2)(c2ccccc2)c2ccccc2)(P(c2ccccc2)(c2ccccc2)c2ccccc2)P(c2ccccc2)(c2ccccc2)c2ccccc2)cc1. The product is O=Cc1ccc2c(n1)NC(=O)CO2. As a reaction SMILES: [Br:20][c:21]1[cH:22][cH:23][c:24]2[c:30]([n:31]1)[NH:29][C:27](=[O:28])[CH2:26][O:25]2.[CH2:49]1[O:50][CH2:51][CH2:52][O:53][CH2:54]1.[CH3:56][CH2:57][O:58][C:59]([CH3:60])=[O:61].[CH:1](=[CH:2][c:3]1[cH:4][cH:5][cH:6][cH:7][cH:8]1)[c:9]1[cH:10][cH:11][c:12]2[c:17]([n:18]1)[NH:16][C:15](=[O:19])[CH2:14][O:13]2.[K+:43].[K+:44].[O-:45][C:46]([O-:47])=[O:48].[OH2:55].[c:32]1([CH:33]=[CH:34][B:35]([OH:36])[OH:37])[cH:38][cH:39][cH:40][cH:41][cH:42]1.[cH:62]1[cH:63][cH:64][c:65]([P:66]([Pd:67]([P:68]([c:69]2[cH:70][cH:71][cH:72][cH:73][cH:74]2)([c:75]2[cH:76][cH:77][cH:78][cH:79][cH:80]2)[c:81]2[cH:82][cH:83][cH:84][cH:85][cH:86]2)([P:87]([c:88]2[cH:89][cH:90][cH:91][cH:92][cH:93]2)([c:94]2[cH:95][cH:96][cH:97][cH:98][cH:99]2)[c:100]2[cH:101][cH:102][cH:103][cH:104][cH:105]2)[P:106]([c:107]2[cH:108][cH:109][cH:110][cH:111][cH:112]2)([c:113]2[cH:114][cH:115][cH:116][cH:117][cH:118]2)[c:119]2[cH:120][cH:121][cH:122][cH:123][cH:124]2)([c:125]2[cH:126][cH:127][cH:128][cH:129][cH:130]2)[c:131]2[cH:132][cH:133][cH:134][cH:135][cH:136]2)[cH:137][cH:138]1>>[CH:1]([c:9]1[cH:10][cH:11][c:12]2[c:17]([n:18]1)[NH:16][C:15](=[O:19])[CH2:14][O:13]2)=[O:25]. Starting materials: C1CCOC1, Cc1ccccc1, CC1CC1C(=O)O, O=C(Cl)C(=O)Cl, ClCCl, CN(C)C=O, OCc1ccccc1, c1ccncc1. Product: CC1CC1C(=O)OCc1ccccc1, O=C(Cl)C(=O)Cl. RXN SMILES: [CH2:43]1[O:44][CH2:45][CH2:46][CH2:47]1.[CH3:36][c:37]1[cH:38][cH:39][cH:40][cH:41][cH:42]1.[CH3:7][CH:8]1[CH:9]([C:11](=[O:12])[OH:13])[CH2:10]1.[Cl:1][C:2](=[O:3])[C:4](=[O:5])[Cl:6].[Cl:33][CH2:34][Cl:35].[O:14]=[CH:15][N:16]([CH3:17])[CH3:18].[OH:19][CH2:20][c:21]1[cH:22][cH:23][cH:24][cH:25][cH:26]1.[cH:27]1[cH:28][cH:29][n:30][cH:31][cH:32]1>>[CH3:7][CH:8]1[CH:9]([C:11](=[O:12])[O:13][CH2:20][c:21]2[cH:22][cH:23][cH:24][cH:25][cH:26]2)[CH2:10]1.[Cl:1][C:2](=[O:3])[C:4](=[O:5])[Cl:6]. The product is CN(CC(CC=O)(c1ccc(Cl)c(Cl)c1)N(C)C(=O)OC(C)(C)C)C(=O)C(F)(F)Cl. Starting materials: CN(CC(CC(O)CO)(c1ccc(Cl)c(Cl)c1)N(C)C(=O)OC(C)(C)C)C(=O)C(F)(F)Cl, [O-][I+3]([O-])([O-])[O-], [Na+], C1CCOC1, O. RXN SMILES: [C:1]([CH3:2])([CH3:3])([CH3:4])[O:5][C:6]([N:7]([CH3:8])[C:9]([CH2:10][CH:11]([CH2:12][OH:13])[OH:14])([c:15]1[cH:16][c:17]([Cl:22])[c:18]([Cl:21])[cH:19][cH:20]1)[CH2:23][N:24]([CH3:25])[C:26]([C:27]([F:28])([F:29])[Cl:30])=[O:31])=[O:32].[I+3:33]([O-:34])([O-:35])([O-:36])[O-:37].[Na+:38].[O:39]1[CH2:40][CH2:41][CH2:42][CH2:43]1.[OH2:44]>>[C:1]([CH3:2])([CH3:3])([CH3:4])[O:5][C:6]([N:7]([CH3:8])[C:9]([CH2:10][CH:11]=[O:14])([c:15]1[cH:16][c:17]([Cl:22])[c:18]([Cl:21])[cH:19][cH:20]1)[CH2:23][N:24]([CH3:25])[C:26]([C:27]([F:28])([F:29])[Cl:30])=[O:31])=[O:32]. Reactants: O=C1CCC(=O)N1Br, ClCCl, O=[N+]([O-])c1cccc(CCCO)c1, c1ccc(P(c2ccccc2)c2ccccc2)cc1. The product is O=[N+]([O-])c1cccc(CCCBr)c1. RXN SMILES: [Br:33][N:34]1[C:35](=[O:36])[CH2:37][CH2:38][C:39]1=[O:40].[CH2:41]([Cl:42])[Cl:43].[N+:1](=[O:2])([O-:3])[c:4]1[cH:5][c:6]([CH2:10][CH2:11][CH2:12][OH:13])[cH:7][cH:8][cH:9]1.[c:14]1([P:15]([c:16]2[cH:17][cH:18][cH:19][cH:20][cH:21]2)[c:22]2[cH:23][cH:24][cH:25][cH:26][cH:27]2)[cH:28][cH:29][cH:30][cH:31][cH:32]1>>[N+:1](=[O:2])([O-:3])[c:4]1[cH:5][c:6]([CH2:10][CH2:11][CH2:12][Br:33])[cH:7][cH:8][cH:9]1.